Dataset: the Open Reaction Database (ORD), a public repository of structured organic reaction records. Task: describe an organic reaction: reactants, conditions, products, and yield Reactants: C1=CC=CC=2C3=CC=CC=C3C(C12)COC(=O)N[C@H](C(=O)O)C ((S)-2-(((9H-fluoren-9-yl)methoxy)carbonylamino)propanoic acid), ON1N=NC2=C1C=CC=C2 (1-hydroxybenzotriazol), C(C)N=C=NCCCN(C)C (1-ethyl-3-(3-dimethylaminopropyl)carbodiimide), C(C1=CC=CC=C1)NCC(OCC)OCC (N-benzyl-2,2-diethoxyethanamine). The reagents and catalysts are CN(C1=CC=NC=C1)C (4-dimethylaminopyridine). Solvent: C(C)(=O)OCC (ethyl acetate), ClCCl (dichloromethane), ClCCl (dichloromethane). Conditions: time 8 hour. The product is C(C1=CC=CC=C1)N(C([C@H](C)NC(OCC1C2=CC=CC=C2C=2C=CC=CC12)=O)=O)CC(OCC)OCC ((S)-(9H-fluoren-9-yl)methyl 1-(benzyl(2,2-diethoxyethyl)amino)-1-oxopropan-2-ylcarbamate). Isolated yield 42.6%. As a reaction SMILES: [CH:1]1[C:13]2[CH:12]([CH2:14][O:15][C:16]([NH:18][C@@H:19]([CH3:23])[C:20](O)=[O:21])=[O:17])[C:11]3[C:6](=[CH:7][CH:8]=[CH:9][CH:10]=3)[C:5]=2[CH:4]=[CH:3][CH:2]=1.ON1C2C=CC=CC=2N=N1.C(N=C=NCCCN(C)C)C.[CH2:45]([NH:52][CH2:53][CH:54]([O:58][CH2:59][CH3:60])[O:55][CH2:56][CH3:57])[C:46]1[CH:51]=[CH:50][CH:49]=[CH:48][CH:47]=1>ClCCl.CN(C)C1C=CN=CC=1.C(OCC)(=O)C>[CH2:45]([N:52]([CH2:53][CH:54]([O:55][CH2:56][CH3:57])[O:58][CH2:59][CH3:60])[C:20](=[O:21])[C@@H:19]([NH:18][C:16](=[O:17])[O:15][CH2:14][CH:12]1[C:13]2[CH:1]=[CH:2][CH:3]=[CH:4][C:5]=2[C:6]2[C:11]1=[CH:10][CH:9]=[CH:8][CH:7]=2)[CH3:23])[C:46]1[CH:51]=[CH:50][CH:49]=[CH:48][CH:47]=1. Procedure: To a solution of (S)-2-(((9H-fluoren-9-yl)methoxy)carbonylamino)propanoic acid 1.98 g (6.0 mmol), a solution of 1-hydroxybenzotriazol 1.01 g (7.5 mmol) and 1-ethyl-3-(3-dimethylaminopropyl)carbodiimide 1.44 g (7.5 mmol) in dichloromethane 20 ml, and a solution of N-benzyl-2,2-diethoxyethanamine (Compound IV-1) 1.12 g (5.0 mmol) and 4-dimethylaminopyridine 61 mg (0.5 mmol) in dichloromethane 5 ml were added and the mixture was stirred at room temperature overnight. The reaction mixture was dilute... Reactants: C(O)([O-])=O.[Na+] (sodium hydrogen-carbonate), C(C1=CC=CC=C1)(C1=CC=CC=C1)=NC=1C=CC(=C(C1)[C@@]1(C(OCC(N1)=O)(C)C)C)F ((R)-5-[5-(benzhydrylidene-amino)-2-fluoro-phenyl]-5,6,6-trimethyl-morpholin-3-one), Cl (hydrochloric acid), COC=1C=CC(=CC1)P2(=S)SP(=S)(S2)C=3C=CC(=CC3)OC (Lawesson's Reagent). The solvent is O1CCOCC1 (dioxane). Run at temperature 80 celsius, time 2 hour. The product is NC=1C=CC(=C(C1)[C@@]1(C(OCC(N1)=S)(C)C)C)F ((R)-5-(5-Amino-2-fluoro-phenyl)-5,6,6-trimethyl-morpholine-3-thione). The yield is 289.8%. RXN SMILES: C(=[N:14][C:15]1[CH:16]=[CH:17][C:18]([F:31])=[C:19]([C@@:21]2([CH3:30])[NH:26][C:25](=O)[CH2:24][O:23][C:22]2([CH3:29])[CH3:28])[CH:20]=1)(C1C=CC=CC=1)C1C=CC=CC=1.COC1C=CC(P2(SP(C3C=CC(OC)=CC=3)(=S)S2)=[S:41])=CC=1.Cl.C(=O)([O-])O.[Na+]>O1CCOCC1>[NH2:14][C:15]1[CH:16]=[CH:17][C:18]([F:31])=[C:19]([C@@:21]2([CH3:30])[NH:26][C:25](=[S:41])[CH2:24][O:23][C:22]2([CH3:29])[CH3:28])[CH:20]=1 |f:3.4|. Procedure: The (R)-5-[5-(benzhydrylidene-amino)-2-fluoro-phenyl]-5,6,6-trimethyl-morpholin-3-one (1.13 g; 2.71 mmol) was dissolved in dioxane (80 ml) and the Lawesson's Reagent (691 mg, 1.71 mmol) was added at room temperature. The reaction mixture was stirred at 80° C. for 2 hours. Thereafter, the green solution was cooled to 23° C., then hydrochloric acid (1M, 3.42 ml) was added and the mixture was stirred for 30 minutes at room temperature. For the workup, the reaction mixture was poured into a saturate...